This data is from the Open Reaction Database (ORD), a public repository of structured organic reaction records. The task is: describe an organic reaction: reactants, conditions, products, and yield Starting materials: CCCN1CCC(C)(C)c2cc(C(C)C)cc(Br)c21, CN(C)C=O. Product: CCCN1CCC(C)(C)c2cc(C(C)C)cc(C=O)c21. As a reaction SMILES: [Br:1][c:2]1[cH:3][c:4]([CH:17]([CH3:18])[CH3:19])[cH:5][c:6]2[c:11]1[N:10]([CH2:12][CH2:13][CH3:14])[CH2:9][CH2:8][C:7]2([CH3:15])[CH3:16].[CH3:20][N:21]([CH:22]=[O:23])[CH3:24]>>[c:2]1([CH:22]=[O:23])[cH:3][c:4]([CH:17]([CH3:18])[CH3:19])[cH:5][c:6]2[c:11]1[N:10]([CH2:12][CH2:13][CH3:14])[CH2:9][CH2:8][C:7]2([CH3:15])[CH3:16]. Reactants: Cl (HCl), CC(C)([O-])C.[K+] (potassium-tert-butoxide), [N+](=O)([O-])C1=CC=C(C=C1)OC (4-nitroanisole), ClC1=CC=C(OCC#N)C=C1 (4-chlorophenoxyacetonitrile). Run in CN(C)C=O (DMF), CN(C)C=O (DMF). Reaction conditions: temperature -10 celsius, time 30 minute. The product is COC=1C=CC(=C(C1)CC#N)[N+](=O)[O-] ((5-methoxy-2-nitrophenyl)-acetonitrile). The yield is 39.3%. Reaction SMILES: CC(C)([O-])C.[K+].[N+:7]([C:10]1[CH:15]=[CH:14][C:13]([O:16][CH3:17])=[CH:12][CH:11]=1)([O-:9])=[O:8].ClC1C=CC(O[CH2:24][C:25]#[N:26])=CC=1.Cl>CN(C=O)C>[CH3:17][O:16][C:13]1[CH:14]=[CH:15][C:10]([N+:7]([O-:9])=[O:8])=[C:11]([CH2:24][C:25]#[N:26])[CH:12]=1 |f:0.1|. Reported procedure: 24.0 g (214 mmol) potassium-tert-butoxide in 100 mL DMF were slowly added dropwise to a solution of 13.17 g (86.0 mmol) 4-nitroanisole and 18.0 g (107 mmol) 4-chlorophenoxyacetonitrile in 50 mL DMF. The reaction mixture was stirred for 30 min at −10° C. and then poured into 300 g of a 1:1 mixture of conc. HCl and ice. After extraction with EtOAc the organic phase was washed with water, dried and concentrated to dryness by rotary evaporation in vacuo with gentle heating. The residue was treated w...